From a dataset of the Open Reaction Database (ORD), a public repository of structured organic reaction records. describe an organic reaction: reactants, conditions, products, and yield Yields the product C(C)(=O)C1=C(C(C(OC1=O)=O)=C(C)NC1=CC=C(C=C1)Cl)O (5-acetyl-3-[1-(p-chlorophenylamino)ethylidene]-4-hydroxy-2H-pyran-2,6(3H)-dione). Run in C1(=CC=CC=C1)C (toluene). Procedure details: 3,5-Diacetyl-4,6-dihydroxy-2H-pyran-2-one (5.3 g.) is dissolved in 200 ml. of boiling toluene and an equimolar amount of p-chloroaniline is added. The mixture is refluxed for 12 hours, cooled and filtered to yield 5-acetyl-3-[1-(p-chlorophenylamino)ethylidene]-4-hydroxy-2H-pyran-2,6(3H)-dione, m.p. 205° -206° C. RXN SMILES: [C:1]([C:4]1[C:5](=[O:15])[O:6][C:7]([OH:14])=[C:8]([C:11](=[O:13])[CH3:12])[C:9]=1[OH:10])(=O)[CH3:2].[Cl:16][C:17]1[CH:23]=[CH:22][C:20]([NH2:21])=[CH:19][CH:18]=1>C1(C)C=CC=CC=1>[C:11]([C:8]1[C:7](=[O:14])[O:6][C:5](=[O:15])[C:4](=[C:1]([NH:21][C:20]2[CH:22]=[CH:23][C:17]([Cl:16])=[CH:18][CH:19]=2)[CH3:2])[C:9]=1[OH:10])(=[O:13])[CH3:12]. The reactants are ClC1=CC=C(N)C=C1 (p-chloroaniline), C(C)(=O)C=1C(OC(=C(C1O)C(C)=O)O)=O (3,5-Diacetyl-4,6-dihydroxy-2H-pyran-2-one). Starting materials: COC(C)(C)C, C1CCCCC1, CC(=O)Cl, CN(C)c1ccncc1, CC(C=CC1CCCC1)CCO, Cl, c1ccncc1. The product is CC(=O)OCCC(C)C=CC1CCCC1. As a reaction SMILES: [C:39]([O:40][CH3:41])([CH3:42])([CH3:43])[CH3:44].[CH2:33]1[CH2:34][CH2:35][CH2:36][CH2:37][CH2:38]1.[CH3:1][C:2]([Cl:3])=[O:4].[CH3:24][N:25]([c:26]1[cH:27][cH:28][n:29][cH:30][cH:31]1)[CH3:32].[CH:5]1([CH:10]=[CH:11][CH:12]([CH2:13][CH2:14][OH:15])[CH3:16])[CH2:6][CH2:7][CH2:8][CH2:9]1.[ClH:23].[cH:17]1[cH:18][cH:19][n:20][cH:21][cH:22]1>>[CH3:1][C:2](=[O:4])[O:15][CH2:14][CH2:13][CH:12]([CH:11]=[CH:10][CH:5]1[CH2:6][CH2:7][CH2:8][CH2:9]1)[CH3:16]. Starting materials: ClC1=CC=C(S1)C=O (5-chloro-2-thiophene-carboxaldehyde), C1(=CC=CC=C1)P(C1=CC=CC=C1)(C1=CC=CC=C1)=CC(=O)OC (methyl (triphenylphosphoranylidene)acetate). Solvent: C(Cl)Cl (CH2Cl2). Run at time 19 hour. The product is COC(\C=C\C=1SC(=CC1)Cl)=O (3-(5-Chloro-thiophen-2-yl)-(E)-acrylic acid methyl ester). Yield: 87.9%. Reaction SMILES: [Cl:1][C:2]1[S:6][C:5]([CH:7]=O)=[CH:4][CH:3]=1.C1(P(=[CH:28][C:29]([O:31][CH3:32])=[O:30])(C2C=CC=CC=2)C2C=CC=CC=2)C=CC=CC=1>C(Cl)Cl>[CH3:32][O:31][C:29](=[O:30])/[CH:28]=[CH:7]/[C:5]1[S:6][C:2]([Cl:1])=[CH:3][CH:4]=1. Procedure details: To a solution of 5-chloro-2-thiophene-carboxaldehyde (5.10 g, 34.8 mmol) in 100 mL of dry CH2Cl2 is added methyl (triphenylphosphoranylidene)acetate (11.8 g, 35.3 mmol). The resulting brown-green mixture is stirred for 19 h at room temperature. The mixture is filtered through a Celite pad, concentrated in vacuo and triturated with hexane. The white precipitate (triphenylphosphine oxide) is filtered off and the filtrate is concentrated. The crude residue is purified via flash column chromatograph... Reactants: CCOC(=O)CBr, CCOC(C)=O, [K+], [K+], O=C([O-])[O-], COC(=O)C1CCNC(CCc2ccccc2)C1, Cc1ccccc1C. The product is CCOC(=O)CN1CCC(C(=O)OC)CC1CCc1ccccc1. RXN SMILES: [Br:19][CH2:20][C:21](=[O:22])[O:23][CH2:24][CH3:25].[CH3:40][CH2:41][O:42][C:43]([CH3:44])=[O:45].[K+:26].[K+:27].[O-:28][C:29]([O-:30])=[O:31].[c:1]1([CH2:7][CH2:8][CH:9]2[NH:10][CH2:11][CH2:12][CH:13]([C:15](=[O:16])[O:17][CH3:18])[CH2:14]2)[cH:2][cH:3][cH:4][cH:5][cH:6]1.[c:32]1([CH3:33])[c:34]([CH3:35])[cH:36][cH:37][cH:38][cH:39]1>>[c:1]1([CH2:7][CH2:8][CH:9]2[N:10]([CH2:20][C:21](=[O:22])[O:23][CH2:24][CH3:25])[CH2:11][CH2:12][CH:13]([C:15](=[O:16])[O:17][CH3:18])[CH2:14]2)[cH:2][cH:3][cH:4][cH:5][cH:6]1. Reactants: CC(C)CBr, [Li]CCCC, COc1ccc2c(c1)C(C1CCC1)=NCC2, CC(C)NC(C)C, C1CCOC1. As a reaction SMILES: [Br:29][CH2:30][CH:31]([CH3:32])[CH3:33].[CH2:1]([Li:2])[CH2:3][CH2:4][CH3:5].[CH:13]1([C:17]2=[N:18][CH2:19][CH2:20][c:21]3[cH:22][cH:23][c:24]([O:27][CH3:28])[cH:25][c:26]32)[CH2:14][CH2:15][CH2:16]1.[CH:6]([NH:7][CH:8]([CH3:9])[CH3:10])([CH3:11])[CH3:12].[O:34]1[CH2:35][CH2:36][CH2:37][CH2:38]1>>[C:13]1([C:17]2=[N:18][CH2:19][CH2:20][c:21]3[cH:22][cH:23][c:24]([O:27][CH3:28])[cH:25][c:26]32)([CH2:30][CH:31]([CH3:32])[CH3:33])[CH2:14][CH2:15][CH2:16]1. Yields the product COc1ccc2c(c1)C(C1(CC(C)C)CCC1)=NCC2. Reactants: C(=O)(O)C1=CC2=C(C(C3=C(C=C2)C=CC=C3)=O)C=C1 (2-carboxy-5-oxo-5H-dibenzo[a,d]cycloheptene), C(Cl)(Cl)Cl (chloroform), S(=O)(Cl)Cl (thionyl chloride). The solvent is CN(C=O)C (dimethylformamide). Conditions: time 3 day. Yields the product ClC(=O)C1=CC2=C(C(C3=C(C=C2)C=CC=C3)=O)C=C1 (2-chlorocarbonyl-5-oxo-5H-dibenzo[a,d]cycloheptene). RXN SMILES: [C:1]([C:4]1[CH:19]=[CH:18][C:7]2[C:8](=[O:17])[C:9]3[CH:16]=[CH:15][CH:14]=[CH:13][C:10]=3[CH:11]=[CH:12][C:6]=2[CH:5]=1)(O)=[O:2].C(Cl)(Cl)[Cl:21].S(Cl)(Cl)=O>CN(C)C=O>[Cl:21][C:1]([C:4]1[CH:19]=[CH:18][C:7]2[C:8](=[O:17])[C:9]3[CH:16]=[CH:15][CH:14]=[CH:13][C:10]=3[CH:11]=[CH:12][C:6]=2[CH:5]=1)=[O:2]. Reported procedure: 5.0 g. of 2-carboxy-5-oxo-5H-dibenzo[a,d]cycloheptene is dissolved in 100 ml. of chloroform, and 50 ml. of thionyl chloride and 1.0 ml. of dimethylformamide are added thereto. The mixture is left for 3 days, then evaporated to dryness to afford 2-chlorocarbonyl-5-oxo-5H-dibenzo[a,d]cycloheptene. 1.0 G. of this compound is dissolved in 10 ml. of tetrahydrofuran containing 1.0 ml. of isopentyl alcohol and 2 ml. of pyridine. The mixture is left for 24 hours, then evaporated to dryness, dissolved in... Reactants: ClC=1C=C(C=O)C=CC1 (3-chlorobenzaldehyde), C(C)(=O)C1=CC=CC=C1 (acetophenone). Product: ClC=1C=C(C=CC1)C=CC(=O)C1=CC=CC=C1 (3-(3-chlorophenyl)-1-phenylprop-2-en-1-one). RXN SMILES: [Cl:1][C:2]1[CH:3]=[C:4]([CH:7]=[CH:8][CH:9]=1)[CH:5]=O.[C:10]([C:13]1[CH:18]=[CH:17][CH:16]=[CH:15][CH:14]=1)(=[O:12])[CH3:11]>>[Cl:1][C:2]1[CH:3]=[C:4]([CH:5]=[CH:11][C:10]([C:13]2[CH:18]=[CH:17][CH:16]=[CH:15][CH:14]=2)=[O:12])[CH:7]=[CH:8][CH:9]=1. Procedure details: By a procedure similar to that of example 1.59.1, starting from 3-chlorobenzaldehyde and acetophenone, 3-(3-chlorophenyl)-1-phenylprop-2-en-1-one was obtained as yellowish solid.